From a dataset of the Open Reaction Database (ORD), a public repository of structured organic reaction records. describe an organic reaction: reactants, conditions, products, and yield Starting materials: CCOC(=O)c1ccc(B(O)O)cc1, C1CCOC1, C[Si](C)(C)[N-][Si](C)(C)C, CC#N, O=C1CCC(C(F)(F)F)CC1, O=S(=O)(N(c1ccc(Cl)cn1)S(=O)(=O)C(F)(F)F)C(F)(F)F, [Li+], [Na+], [Na+], O=C([O-])[O-]. Yields the product CCOC(=O)c1ccc(C2=CCC(C(F)(F)F)CC2)cc1. As a reaction SMILES: [CH2:44]([CH3:45])[O:46][C:47](=[O:48])[c:49]1[cH:50][cH:51][c:52]([B:55]([OH:56])[OH:57])[cH:53][cH:54]1.[CH2:64]1[O:65][CH2:66][CH2:67][CH2:68]1.[CH3:12][Si:13]([N-:14][Si:15]([CH3:16])([CH3:17])[CH3:18])([CH3:19])[CH3:20].[CH3:69][C:70]#[N:71].[F:1][C:2]([CH:3]1[CH2:4][CH2:5][C:6](=[O:9])[CH2:7][CH2:8]1)([F:10])[F:11].[F:22][C:23]([F:24])([F:25])[S:26]([N:27]([c:28]1[cH:29][cH:30][c:31]([Cl:32])[cH:33][n:34]1)[S:35]([C:36]([F:37])([F:38])[F:39])(=[O:40])=[O:41])(=[O:42])=[O:43].[Li+:21].[Na+:58].[Na+:59].[O-:60][C:61](=[O:62])[O-:63]>>[F:1][C:2]([CH:3]1[CH2:4][CH:5]=[C:6]([c:52]2[cH:51][cH:50][c:49]([C:47]([O:46][CH2:44][CH3:45])=[O:48])[cH:54][cH:53]2)[CH2:7][CH2:8]1)([F:10])[F:11]. Reactants: N1=C(C=CC=C1)NC([S-])=S.C(C)[NH+](CC)CC (triethylammonium pyrid-2-yldithiocarbamate), aqueous solution, [OH-].[Na+] (sodium hydroxide), C(C)(=O)OCC(CCl)=O (3-chloro-2-oxopropyl acetate). The solvent is O (water). Run at time 15 minute. The product is OC1(N(C(SC1)=S)C1=NC=CC=C1)CO (4-Hydroxy-4-hydroxymethyl-3-(pyrid-2-yl)-thiazolidine-2-thione). The yield is 25.1%. As a reaction SMILES: [OH-].[Na+].C([O:6][CH2:7][C:8](=[O:11])[CH2:9]Cl)(=O)C.[N:12]1[CH:17]=[CH:16][CH:15]=[CH:14][C:13]=1[NH:18][C:19](=[S:21])[S-:20].C([NH+](CC)CC)C>O>[OH:11][C:8]1([CH2:7][OH:6])[CH2:9][S:21][C:19](=[S:20])[N:18]1[C:13]1[CH:14]=[CH:15][CH:16]=[CH:17][N:12]=1 |f:0.1,3.4|. Procedure: A 5.5 N aqueous solution of sodium hydroxide (36 cc) is added in the course of 5 minutes, at 22°-23° C., to a suspension of 3-chloro-2-oxopropyl acetate (29.9 g) in distilled water (500 cc). The hydrolysis reaction is allowed to proceed for 15 minutes at 22° C. and triethylammonium pyrid-2-yldithiocarbamate (53.6 g) is then added in the course of 5 minutes at a maximum of 23° C. The reaction is allowed to proceed for 2 hours at 20°-23° C. The crystals which have appeared are filtered off, washed... Starting materials: Cl (HCl), resultant mixture, C(#N)C1=C(C=CC=C1)C1=CC=C(C=C1)CN(C(CCCC)=O)C1=C(C=C(C(=O)OC)C=C1)[N+](=O)[O-] (methyl 4-[N-(2'-cyanobiphenyl-4-yl)methyl-N-valerylamino]-3-nitrobenzoate). Reagents/catalysts: [Fe] (iron). Solvent: CO (methanol). Product: C(CCC)C1=NC2=C(N1CC1=CC=C(C=C1)C1=C(C=CC=C1)C#N)C=CC(=C2)C(=O)OC (Methyl 2-butyl-1-[(2'-cyanobiphenyl-4-y)methyl]benzimidazole-5-carboxylate). The yield is 54.1%. RXN SMILES: Cl.[C:2]([C:4]1[CH:9]=[CH:8][CH:7]=[CH:6][C:5]=1[C:10]1[CH:15]=[CH:14][C:13]([CH2:16][N:17]([C:24]2[CH:33]=[CH:32][C:27]([C:28]([O:30][CH3:31])=[O:29])=[CH:26][C:25]=2[N+:34]([O-])=O)[C:18](=O)[CH2:19][CH2:20][CH2:21][CH3:22])=[CH:12][CH:11]=1)#[N:3]>[Fe].CO>[CH2:19]([C:18]1[N:17]([CH2:16][C:13]2[CH:14]=[CH:15][C:10]([C:5]3[CH:6]=[CH:7][CH:8]=[CH:9][C:4]=3[C:2]#[N:3])=[CH:11][CH:12]=2)[C:24]2[CH:33]=[CH:32][C:27]([C:28]([O:30][CH3:31])=[O:29])=[CH:26][C:25]=2[N:34]=1)[CH2:20][CH2:21][CH3:22]. Reported procedure: To a mixture of conc. HCl (4.0 ml) and methanol (10 ml) was added methyl 4-[N-(2'-cyanobiphenyl-4-yl)methyl-N-valerylamino]-3-nitrobenzoate (3.5 g). To the resultant mixture was added, with stirring, iron powder (1.3 g) in portions and the mixture was stirred for one hour at 70°--80° C., followed by filtering off an insoluble material. The filtrate was concentrated, which was dissolved in ethyl acetate, washed with water, dried and concentrated to dryness. The resultant syrup was purified by col...